This data is from the Open Reaction Database (ORD), a public repository of structured organic reaction records. The task is: describe an organic reaction: reactants, conditions, products, and yield Starting materials: NC1=CC(CCC1)=O (3-aminocyclohex-2-enone), COC=CC(C)=O (4-methoxybut-3-en-2-one). Reaction conditions: temperature 120 celsius. Yields the product CC1=NC=2CCCC(C2C=C1)=O (2-Methyl-7,8-dihydro-5(6H)-quinolone). Yield: 69.8%. Reaction SMILES: [NH2:1][C:2]1[CH2:7][CH2:6][CH2:5][C:4](=[O:8])[CH:3]=1.CO[CH:11]=[CH:12][C:13](=O)[CH3:14]>>[CH3:14][C:13]1[CH:12]=[CH:11][C:3]2[C:4](=[O:8])[CH2:5][CH2:6][CH2:7][C:2]=2[N:1]=1. Procedure: A mixture of 3-aminocyclohex-2-enone (22 g., 0.2 mol.) and 4-methoxybut-3-en-2-one (20.0 g., 0.2 mol), in an apparatus equipped for downward distillation, was heated in an oil bath at 120° C until the theoretical amount of distillate had been collected (13 ml.). The cooled residue was dissolved in 2N HCl (50 ml.) and extracted with ethyl acetate (3 × 50 ml.) and the combined extracts discarded. The aqueous solution was adjusted to pH 9.0 with sodium carbonate and extracted with chloroform (3 × 5... Starting materials: FC1=C(C=CC(=C1)B1OC(C(O1)(C)C)(C)C)C=1N=CC(=NC1)N (5-(2-fluoro-4-(4,4,5,5-tetramethyl-1,3,2-dioxaborolan-2-yl)phenyl)pyrazin-2-amine), FC(C1=C(C=CC=C1)Br)(F)F (2-trifluoromethylbromobenzene). Product: FC=1C=C(C=CC1C=1N=CC(=NC1)N)C1=C(C=CC=C1)C(F)(F)F (5-[3-Fluoro-2′-(trifluoromethyl)biphenyl-4-yl]pyrazin-2-amine). As a reaction SMILES: [F:1][C:2]1[CH:7]=[C:6](B2OC(C)(C)C(C)(C)O2)[CH:5]=[CH:4][C:3]=1[C:17]1[N:18]=[CH:19][C:20]([NH2:23])=[N:21][CH:22]=1.[F:24][C:25]([F:34])([F:33])[C:26]1[CH:31]=[CH:30][CH:29]=[CH:28][C:27]=1Br>>[F:1][C:2]1[CH:7]=[C:6]([C:27]2[CH:28]=[CH:29][CH:30]=[CH:31][C:26]=2[C:25]([F:34])([F:33])[F:24])[CH:5]=[CH:4][C:3]=1[C:17]1[N:18]=[CH:19][C:20]([NH2:23])=[N:21][CH:22]=1. Procedure details: The title compound was prepared using analogous conditions to those described in Example 1 utilizing 5-(2-fluoro-4-(4,4,5,5-tetramethyl-1,3,2-dioxaborolan-2-yl)phenyl)pyrazin-2-amine and 2-trifluoromethylbromobenzene. MS (ESI): mass calcd. for C17H11F4N3, 333.09; m/z found, 334.1 [M+H]+. 1H NMR (400 MHz, CD3OD) δ 8.40 (s, 1H), 8.09 (s, 1H), 7.91 (m, 1H), 7.81 (d, J=7.6, 1H), 7.69 (m, 1H), 7.59 (m, 1H), 7.44 (d, J=7.8, 1H), 7.23 (d, J=8.7, 1H), 7.17 (d, J=11.8, 1H). Starting materials: CC(C1OCC(C)(C)CO1)C1CCC2C3=CC=C4CC(O)C5OC5C4(C)C3CCC21C, CC(C1OCC(C)(C)CO1)C1CCC2C3C(O)C=C4CC(O)C5OC5C4(C)C3CCC12C. Product: CC(C=O)C1CCC2C3=CC=C4CC(O)C5OC5C4(C)C3CCC21C. Reaction SMILES: [CH3:1][C:2]1([CH3:3])[CH2:6][O:7][CH:5]([CH:8]([CH3:9])[CH:10]2[CH2:11][CH2:12][CH:13]3[C:14]4=[CH:15][CH:16]=[C:17]5[CH2:18][CH:19]([OH:30])[CH:20]6[CH:21]([C:22]5([CH3:23])[CH:24]4[CH2:25][CH2:26][C:27]23[CH3:28])[O:29]6)[O:4][CH2:31]1.[CH3:32][C:33]1([CH3:34])[CH2:35][O:36][CH:37]([CH:38]([CH:39]2[C:40]3([CH3:41])[CH:42]([CH:43]4[CH:44]([CH2:45][CH2:46]3)[C:47]3([CH3:48])[C:49](=[CH:56][CH:57]4[OH:58])[CH2:50][CH:51]([OH:52])[CH:53]4[O:54][CH:55]34)[CH2:59][CH2:60]2)[CH3:61])[O:62][CH2:63]1>>[O:4]=[CH:5][CH:8]([CH3:9])[CH:10]1[CH2:11][CH2:12][CH:13]2[C:14]3=[CH:15][CH:16]=[C:17]4[CH2:18][CH:19]([OH:30])[CH:20]5[CH:21]([C:22]4([CH3:23])[CH:24]3[CH2:25][CH2:26][C:27]12[CH3:28])[O:29]5. Reactants: BrC=1N=C2N(C3=C(NC4=C2C=CC=C4)N=CC=C3)C1C1=CC=C(C=C1)C1(CCC1)NC(OC(C)(C)C)=O (tert-butyl {1-[4-(2-bromo-9H-imidazo[1,2-d]pyrido[2,3-b][1,4]benzodiazepin-3-yl)phenyl]cyclobutyl}carbamate), CC1(OB(OC1(C)C)C1=CC2=C(C(OC2)=O)C=C1)C (5-(4,4,5,5-tetramethyl-1,3,2-dioxaborolan-2-yl)-2-benzofuran-1(3H)-one), C(=O)([O-])[O-].[Na+].[Na+] (Na2CO3). Reagents/catalysts: CC(C)(C)P(C1=CC=C(C=C1)N(C)C)C(C)(C)C.CC(C)(C)P(C1=CC=C(C=C1)N(C)C)C(C)(C)C.Cl[Pd]Cl (bis(di-tert-butyl(4-dimethylaminophenyl)phosphine)dichloropalladium(II)). Yield: 70.8%. Yields the product O=C1OCC2=C1C=CC(=C2)C=2N=C1N(C3=C(NC4=C1C=CC=C4)N=CC=C3)C2C2=CC=C(C=C2)C2(CCC2)NC(OC(C)(C)C)=O (tert-butyl (1-{4-[2-(1-oxo-1,3-dihydro-2-benzofuran-5-yl)-9H-imidazo[1,2-d]pyrido[2,3-b][1,4]benzodiazepin-3-yl]phenyl}cyclobutyl)carbamate). As a reaction SMILES: Br[C:2]1[N:3]=[C:4]2[C:10]3[CH:11]=[CH:12][CH:13]=[CH:14][C:9]=3[NH:8][C:7]3[N:15]=[CH:16][CH:17]=[CH:18][C:6]=3[N:5]2[C:19]=1[C:20]1[CH:25]=[CH:24][C:23]([C:26]2([NH:30][C:31](=[O:37])[O:32][C:33]([CH3:36])([CH3:35])[CH3:34])[CH2:29][CH2:28][CH2:27]2)=[CH:22][CH:21]=1.CC1(C)C(C)(C)OB([C:46]2[CH:55]=[CH:54][C:49]3[C:50](=[O:53])[O:51][CH2:52][C:48]=3[CH:47]=2)O1.C([O-])([O-])=O.[Na+].[Na+]>CN(C=O)C.CCOC(C)=O.CC(P(C(C)(C)C)C1C=CC(N(C)C)=CC=1)(C)C.CC(P(C(C)(C)C)C1C=CC(N(C)C)=CC=1)(C)C.Cl[Pd]Cl>[O:53]=[C:50]1[C:49]2[CH:54]=[CH:55][C:46]([C:2]3[N:3]=[C:4]4[C:10]5[CH:11]=[CH:12][CH:13]=[CH:14][C:9]=5[NH:8][C:7]5[N:15]=[CH:16][CH:17]=[CH:18][C:6]=5[N:5]4[C:19]=3[C:20]3[CH:25]=[CH:24][C:23]([C:26]4([NH:30][C:31](=[O:37])[O:32][C:33]([CH3:35])([CH3:34])[CH3:36])[CH2:29][CH2:28][CH2:27]4)=[CH:22][CH:21]=3)=[CH:47][C:48]=2[CH2:52][O:51]1 |f:2.3.4,7.8.9|. The solvent is CN(C)C=O (DMF), CCOC(=O)C (AcOEt). Reported procedure: A mixture of tert-butyl {1-[4-(2-bromo-9H-imidazo[1,2-d]pyrido[2,3-b][1,4]benzodiazepin-3-yl)phenyl]cyclobutyl}carbamate (50 mg, 0.090 mmol), 5-(4,4,5,5-tetramethyl-1,3,2-dioxaborolan-2-yl)-2-benzofuran-1(3H)-one (80 mg, ca.0.267 mmol), bis(di-tert-butyl(4-dimethylaminophenyl)phosphine)dichloropalladium(II) (6 mg, 0.09 mmol), and 2M Na2CO3 aq. (0.090 mL, 0.18 mmol) in DMF (2.5 mL) was treated with microwave (160° C. for 1 hour). The mixture was diluted with AcOEt, washed with water(×3), brine, d... Reactants: ClCC1=NN=C(O1)C=1N=CN2C1CN(C(C1=C2C=CC=C1)=O)C (3-(5-chloromethyl-1,3,4-oxadiazol-2-yl)-5-methyl-5,6-dihydro-4H-imidazo[1,5-a][1,4]benzodiazepin-6-one), C(C(C)C)NCC(C)C (diisobutylamine). Run in CN(C=O)C (N,N-dimethylformamide). The product is C(C(C)C)N(CC(C)C)CC1=NN=C(O1)C=1N=CN2C1CN(C(C1=C2C=CC=C1)=O)C (3-(5-diisobutylaminomethyl-1,3,4-oxadiazol-2-yl)-5-methyl-5,6-dihydro-4H-imidazo[1,5-a][1,4]benzodiazepin-6-one). Isolated yield 77.2%. As a reaction SMILES: Cl[CH2:2][C:3]1[O:7][C:6]([C:8]2[N:9]=[CH:10][N:11]3[C:17]4[CH:18]=[CH:19][CH:20]=[CH:21][C:16]=4[C:15](=[O:22])[N:14]([CH3:23])[CH2:13][C:12]=23)=[N:5][N:4]=1.[CH2:24]([NH:28][CH2:29][CH:30]([CH3:32])[CH3:31])[CH:25]([CH3:27])[CH3:26]>CN(C)C=O>[CH2:24]([N:28]([CH2:2][C:3]1[O:7][C:6]([C:8]2[N:9]=[CH:10][N:11]3[C:17]4[CH:18]=[CH:19][CH:20]=[CH:21][C:16]=4[C:15](=[O:22])[N:14]([CH3:23])[CH2:13][C:12]=23)=[N:5][N:4]=1)[CH2:29][CH:30]([CH3:32])[CH3:31])[CH:25]([CH3:27])[CH3:26]. Procedure details: 1.64 g (5 mmol) of 3-(5-chloromethyl-1,3,4-oxadiazol-2-yl)-5-methyl-5,6-dihydro-4H-imidazo[1,5-a][1,4]benzodiazepin-6-one were stirred at room temperature overnight with 1.62 g (12.5 mmol) of diisobutylamine and 20 ml of N,N-dimethylformamide. After evaporation of the reaction mixture and chromatography of the residue on silica gel while eluting with ethyl acetate there were obtained 1.63 g (77%) of 3-(5-diisobutylaminomethyl-1,3,4-oxadiazol-2-yl)-5-methyl-5,6-dihydro-4H-imidazo[1,5-a][1,4]benzo... The reactants are ClC=1C(=C(C(=C(C1)C(C)Cl)OC)C1CNC(O1)=O)C (5-[3-Chloro-5-(1-chloroethyl)-6-methoxy-2-methylphenyl]-1,3-oxazolidin-2-one), CC1=NNC2=NC=NC(=C21)N (3-methyl-1H-pyrazolo[3,4-d]pyrimidin-4-amine), C([O-])([O-])=O.[Cs+].[Cs+] (cesium carbonate), [I-].[K+] (potassium iodide). The solvent is CN(C=O)C (N,N-dimethylformamide), CCOCC (ether). Run at temperature 140 celsius. The product is NC1=C2C(=NC=N1)N(N=C2C)C(C)C=2C(=C(C(=C(C2)Cl)C)C2CNC(O2)=O)OC (5-{3-[1-(4-amino-3-methyl-1H-pyrazolo[3,4-d]pyrimidin-1-yl)ethyl]-5-chloro-2-methoxy-6-methylphenyl}-1,3-oxazolidin-2-one). Reaction SMILES: [Cl:1][C:2]1[C:3]([CH3:19])=[C:4]([CH:13]2[O:17][C:16](=[O:18])[NH:15][CH2:14]2)[C:5]([O:11][CH3:12])=[C:6]([CH:8](Cl)[CH3:9])[CH:7]=1.[CH3:20][C:21]1[C:29]2[C:24](=[N:25][CH:26]=[N:27][C:28]=2[NH2:30])[NH:23][N:22]=1.C(=O)([O-])[O-].[Cs+].[Cs+].[I-].[K+]>CN(C)C=O.CCOCC>[NH2:30][C:28]1[N:27]=[CH:26][N:25]=[C:24]2[N:23]([CH:8]([C:6]3[C:5]([O:11][CH3:12])=[C:4]([CH:13]4[O:17][C:16](=[O:18])[NH:15][CH2:14]4)[C:3]([CH3:19])=[C:2]([Cl:1])[CH:7]=3)[CH3:9])[N:22]=[C:21]([CH3:20])[C:29]=12 |f:2.3.4,5.6|. Procedure details: A mixture of 5-[3-chloro-5-(1-chloroethyl)-6-methoxy-2-methylphenyl]-1,3-oxazolidin-2-one (17 mg, 0.056 mmol) (racemic mixture of two diastereomers from step 3) 3-methyl-1H-pyrazolo[3,4-d]pyrimidin-4-amine (10 mg, 0.067 mmol), cesium carbonate (27 mg, 0.084 mmol) and potassium iodide (0.93 mg, 0.0056 mmol) in N,N-dimethylformamide (0.18 mL) was heated at 140° C. for 1 hour. The mixture was diluted with ether, washed with water, concentrated and purified by preparative LCMS (pH 10) to give the de... Procedure: The title compound was prepared from 2-isopropyl-5-nitroaniline (prepared using a similar procedure to that described by E. Dyszer et al., Przemysl. Chem. 42 (8) 433-5 (1963)), according to the method outlined in Description 51, as a dark brown oil (82%). The reactants are C(C)(C)C1=C(N)C=C(C=C1)[N+](=O)[O-] (2-isopropyl-5-nitroaniline), C(C)C1=C(N)C=C(C=C1)[N+](=O)[O-] (2-ethyl-5-nitroaniline), oil. RXN SMILES: [CH:1]([C:4]1[CH:10]=[CH:9][C:8]([N+:11]([O-:13])=[O:12])=[CH:7][C:5]=1N)([CH3:3])[CH3:2].C(C1C=CC([N+]([O-])=[O:24])=CC=1N)C>>[CH:1]([C:4]1[CH:10]=[CH:9][C:8]([N+:11]([O-:13])=[O:12])=[CH:7][C:5]=1[OH:24])([CH3:3])[CH3:2]. Yields the product C(C)(C)C1=C(C=C(C=C1)[N+](=O)[O-])O (2-Isopropyl-5-nitrophenol).